Dataset: the Open Reaction Database (ORD), a public repository of structured organic reaction records. Task: describe an organic reaction: reactants, conditions, products, and yield As a reaction SMILES: [C:1]([O:7][CH2:8][CH3:9])(=[O:6])[CH2:2][C:3]([O-:5])=O.[Cl:10][C:11]1[CH:12]=[C:13]([CH:15]=[C:16]([Cl:18])[CH:17]=1)[NH2:14].C1(N=C=NC2CCCCC2)CCCCC1>ClCCl>[Cl:10][C:11]1[CH:12]=[C:13]([NH:14][C:3]([CH2:2][C:1]([O:7][CH2:8][CH3:9])=[O:6])=[O:5])[CH:15]=[C:16]([Cl:18])[CH:17]=1. The yield is 63.0%. Solvent: ClCCl (dichloromethane). The product is ClC=1C=C(C=C(C1)Cl)NC(=O)CC(=O)OCC (Etyl 2-(3,5-dichlorophenylaminocarbonyl)acetate). The reactants are C(CC(=O)[O-])(=O)OCC (monoethyl malonate), ClC=1C=C(N)C=C(C1)Cl (3,5-dichloroaniline), C1(CCCCC1)N=C=NC1CCCCC1 (N,N'-dicyclohexylcarbodiimide). Procedure details: In 200 ml of dichloromethane were dissolved 5.0 g of monoethyl malonate and 6.12 g of 3,5-dichloroaniline. Under cooling with ice, to the solution was added 8.57 g of N,N'-dicyclohexylcarbodiimide, followed by stirring at room temperature for 5 hours. Insoluble materials was removed by filtration. The filtrate was diluted with ethyl acetate and washed with 1N hydrochloric acid and dried over anhydrous magnesium sulfate. The residue was purified by silica gel column chromatography using 250 g of ... Run at time 5 hour. Starting materials: CC#N, CCC(O)CN(CC(=O)O)Cc1ccccc1, CO, O=C(O)C(F)(F)F, [H][H], O, O, [Pd]. Product: CCC(O)CNCC(=O)O. As a reaction SMILES: [C:26](#[N:27])[CH3:28].[CH2:1]([c:2]1[cH:3][cH:4][cH:5][cH:6][cH:7]1)[N:8]([CH2:9][CH:10]([CH2:11][CH3:12])[OH:13])[CH2:14][C:15](=[O:16])[OH:17].[CH3:29][OH:30].[F:18][C:19]([F:20])([F:21])[C:22]([OH:23])=[O:24].[H:33][H:34].[OH2:25].[OH2:31].[Pd:32]>>[NH:8]([CH2:9][CH:10]([CH2:11][CH3:12])[OH:13])[CH2:14][C:15](=[O:16])[OH:17]. The reactants are CC(=O)c1cc(Br)ccc1O, CCOC(=O)CBr, [K+], [K+], O=C([O-])[O-], CN(C)C=O. The product is CCOC(=O)COc1ccc(Br)cc1C(C)=O. As a reaction SMILES: [Br:1][c:2]1[cH:3][cH:4][c:5]([OH:11])[c:6]([C:8]([CH3:9])=[O:10])[cH:7]1.[CH2:18]([CH3:19])[O:20][C:21]([CH2:22][Br:23])=[O:24].[K+:12].[K+:13].[O-:14][C:15]([O-:16])=[O:17].[O:25]=[CH:26][N:27]([CH3:28])[CH3:29]>>[Br:1][c:2]1[cH:3][cH:4][c:5]([O:11][CH2:22][C:21]([O:20][CH2:18][CH3:19])=[O:24])[c:6]([C:8]([CH3:9])=[O:10])[cH:7]1.